The task is: describe an organic reaction: reactants, conditions, products, and yield. This data is from the Open Reaction Database (ORD), a public repository of structured organic reaction records. Starting materials: OS(=O)[O-].[Na+] (NaHSO3), solution, [OH-].[Na+] (NaOH), C1(=CC=CC=C1)S(=O)(=O)CCCC1C(CCCCCCCCCC1)=O (2-(3-Phenylsulfonyl-prop-1-yl)-cyclododecanone), α,α'-azoisobutyronitrile, C(C)(=O)OO (peracetic acid), 2-allyl-cyclododecanone-Helv, C1(=CC=CC=C1)S (thiophenol), α,α'-azoisobutyronitrile, C(C(Cl)Cl)Cl (trichloroethane). Procedure: 2-(3-Phenylsulfonyl-prop-1-yl)-cyclododecanone used hereinabove (Examples 1 and 2) as starting material was prepared as follows: 222 g (1 mole) of 2-allyl-cyclododecanone-Helv. 54, 2889 (1971)--in admixture with 132 g (1.2 mole) of thiophenol and 3.0 g of α,α'-azoisobutyronitrile were heated at 100° for 10 hours, an additional amount of 6.0 g of α,α'-azoisobutyronitrile being added over this period, portionwise, to the reaction mixture. After dilution with an excess amount of trichloroethane and... Isolated yield 91.0%. Solvent: O (water). RXN SMILES: C1(S([CH2:10][CH2:11][CH2:12][CH:13]2[CH2:24][CH2:23][CH2:22][CH2:21][CH2:20][CH2:19][CH2:18][CH2:17][CH2:16][CH2:15][C:14]2=O)(=O)=O)C=CC=CC=1.C1(S)C=CC=CC=1.C(Cl)C(Cl)Cl.C(OO)(=O)C.OS([O-])=O.[Na+].[OH-].[Na+]>O>[C:13]12[CH2:12][CH2:11][CH:10]=[C:14]1[CH2:15][CH2:16][CH2:17][CH2:18][CH2:19][CH2:20][CH2:21][CH2:22][CH2:23][CH:24]=2 |f:4.5,6.7|. Product: C12=CCCCCCCCCCC2=CCC1 (Bicyclo[10.3.0]pentadeca-1,12-diene).